The task is: describe an organic reaction: reactants, conditions, products, and yield. This data is from the Open Reaction Database (ORD), a public repository of structured organic reaction records. Reactants: C(C)(C)(C)OC(=O)NC1=CC=C(C=C1)SC1=C(C=C(C(=O)O)C=C1)NC=1C2=C(N=CN1)N=C(C=C2)C(C)C (4-(4-tert-Butoxycarbonylamino-phenylsulfanyl)-3-(7-isopropyl-pyrido[2,3-d]pyrimidin-4-ylamino)-benzoic acid), F[B-](F)(F)F.N1(N=NC2=C1C=CC=C2)OC(=[N+](C)C)N(C)C (O-benzotriazol-1-yl-N,N,N′,N′-tetramethyluronium tetrafluoroborate), NC(C(=O)OCC)(C)C1=CC=CC=C1 (ethyl 2-amino-2-phenylpropanoate), C(C)(C)N(C(C)C)CC (N,N-diisopropylethylamine). The solvent is CS(=O)C (DMSO), O (water). Run at time 18 hour. Product: C(C)(C)(C)OC(=O)NC1=CC=C(C=C1)SC1=C(C=C(C(=O)NC(C(=O)OCC)(C)C2=CC=CC=C2)C=C1)NC=1C2=C(N=CN1)N=C(C=C2)C(C)C (ethyl 2-(4-(4-(tert-butoxycarbonylamino)phenylthio)-3-(7-isopropylpyrido[2,3-d]pyrimidin-4-ylamino)benzamido)-2-phenylpropanoate). Yield: 77.4%. RXN SMILES: [C:1]([O:5][C:6]([NH:8][C:9]1[CH:14]=[CH:13][C:12]([S:15][C:16]2[CH:24]=[CH:23][C:19]([C:20](O)=[O:21])=[CH:18][C:17]=2[NH:25][C:26]2[C:27]3[CH:35]=[CH:34][C:33]([CH:36]([CH3:38])[CH3:37])=[N:32][C:28]=3[N:29]=[CH:30][N:31]=2)=[CH:11][CH:10]=1)=[O:7])([CH3:4])([CH3:3])[CH3:2].F[B-](F)(F)F.N1(OC(N(C)C)=[N+](C)C)C2C=CC=CC=2N=N1.[NH2:61][C:62]([C:69]1[CH:74]=[CH:73][CH:72]=[CH:71][CH:70]=1)([CH3:68])[C:63]([O:65][CH2:66][CH3:67])=[O:64].C(N(CC)C(C)C)(C)C>CS(C)=O.O>[C:1]([O:5][C:6]([NH:8][C:9]1[CH:10]=[CH:11][C:12]([S:15][C:16]2[CH:24]=[CH:23][C:19]([C:20]([NH:61][C:62]([C:69]3[CH:70]=[CH:71][CH:72]=[CH:73][CH:74]=3)([CH3:68])[C:63]([O:65][CH2:66][CH3:67])=[O:64])=[O:21])=[CH:18][C:17]=2[NH:25][C:26]2[C:27]3[CH:35]=[CH:34][C:33]([CH:36]([CH3:38])[CH3:37])=[N:32][C:28]=3[N:29]=[CH:30][N:31]=2)=[CH:13][CH:14]=1)=[O:7])([CH3:4])([CH3:3])[CH3:2] |f:1.2|. Procedure: The product of Example 385E (90 mg, 0.17 mmol), O-benzotriazol-1-yl-N,N,N′,N′-tetramethyluronium tetrafluoroborate [TBTU] (60 mg, 0.19 mmol) and ethyl 2-amino-2-phenylpropanoate (39 mg., 0.20 mmol) in DMSO (0.9 mL) was reacted with N,N-diisopropylethylamine (0.060 mL, 0.34 mmol) dropwise at room temperature then stirred at room temperature for 18 hours under N2. The mixture was poured into water (10 mL) with stirring. The resulting precipitate was extracted with ethyl acetate (50 mL) and the org... The reactants are C(#N)C1=C(C=CC=C1)C1=CC=C(C=C1)CC(C(=O)OCC)C(CCC)=O (ethyl 2-[(2′-cyanobiphenyl-4-yl)methyl]-3-oxohexanoate), N=1N=C(NC1)NC1CC(C1)C(=O)OCCC (propyl 3-(4H-1,2,4-triazol-3-ylamino)cyclobutanecarboxylate), N12CCCCCC2=NCCC1 (1,8-diazabicyclo[5.4.0]undec-7-ene), C(C)N(C1=CC=CC=C1)CC (N,N-diethylaniline). Solvent: C(C)(=O)OCC (ethyl acetate). Reaction conditions: temperature 180 celsius, time 16 hour. Product: C(#N)C1=C(C=CC=C1)C1=CC=C(C=C1)CC=1C(N(C=2N(C1CCC)N=CN2)C2CC(C2)C(=O)OCCC)=O (propyl 3-{6-[(2′-cyanobiphenyl-4-yl)methyl]-5-oxo-7-propyl[1,2,4]triazolo[1,5-a]pyrimidin-4(5H)-yl}cyclobutanecarboxylate). RXN SMILES: [C:1]([C:3]1[CH:8]=[CH:7][CH:6]=[CH:5][C:4]=1[C:9]1[CH:14]=[CH:13][C:12]([CH2:15][CH:16]([C:22](=O)[CH2:23][CH2:24][CH3:25])[C:17](OCC)=[O:18])=[CH:11][CH:10]=1)#[N:2].[N:27]1[N:28]=[C:29]([NH:32][CH:33]2[CH2:36][CH:35]([C:37]([O:39][CH2:40][CH2:41][CH3:42])=[O:38])[CH2:34]2)[NH:30][CH:31]=1.N12CCCN=C1CCCCC2.C(N(CC)C1C=CC=CC=1)C>C(OCC)(=O)C>[C:1]([C:3]1[CH:8]=[CH:7][CH:6]=[CH:5][C:4]=1[C:9]1[CH:10]=[CH:11][C:12]([CH2:15][C:16]2[C:17](=[O:18])[N:32]([CH:33]3[CH2:34][CH:35]([C:37]([O:39][CH2:40][CH2:41][CH3:42])=[O:38])[CH2:36]3)[C:29]3[N:28]([N:27]=[CH:31][N:30]=3)[C:22]=2[CH2:23][CH2:24][CH3:25])=[CH:13][CH:14]=1)#[N:2]. Reported procedure: A mixture of ethyl 2-[(2′-cyanobiphenyl-4-yl)methyl]-3-oxohexanoate (12 g), propyl 3-(4H-1,2,4-triazol-3-ylamino)cyclobutanecarboxylate (4 g), 1,8-diazabicyclo[5.4.0]undec-7-ene (1.2 mL) and N,N-diethylaniline (50 mL) was stirred at 180° C. for 16 hr. The obtained reaction mixture was diluted with ethyl acetate, washed 3 times with 1 N hydrochloric acid and saturated brine, and dried over anhydrous magnesium sulfate. The solvent was evaporated under reduced pressure, and the residue was purified... Starting materials: ClCCCl, CCN(C(C)C)C(C)C, ClCCl, Cl, CNC(=O)c1c(-c2ccc(F)cc2)oc2ccc(-c3cc(C(=O)O)c(OC)cc3C)cc12, On1nnc2ccccc21, NC1(c2ncccn2)CC1. Yields the product CNC(=O)c1c(-c2ccc(F)cc2)oc2ccc(-c3cc(C(=O)NC4(c5ncccn5)CC4)c(OC)cc3C)cc12. Reaction SMILES: [CH2:53]([Cl:54])[CH2:55][Cl:56].[CH:58]([N:59]([CH:60]([CH3:61])[CH3:62])[CH2:63][CH3:64])([CH3:65])[CH3:66].[Cl:67][CH2:68][Cl:69].[ClH:57].[F:1][c:2]1[cH:3][cH:4][c:5](-[c:8]2[o:9][c:10]3[c:11]([c:12]2[C:13]([NH:14][CH3:15])=[O:16])[cH:17][c:18](-[c:21]2[c:22]([CH3:32])[cH:23][c:24]([O:30][CH3:31])[c:25]([C:26](=[O:27])[OH:28])[cH:29]2)[cH:19][cH:20]3)[cH:6][cH:7]1.[OH:43][n:44]1[c:45]2[c:46]([cH:47][cH:48][cH:49][cH:50]2)[n:51][n:52]1.[n:33]1[c:34]([C:39]2([NH2:42])[CH2:40][CH2:41]2)[n:35][cH:36][cH:37][cH:38]1>>[F:1][c:2]1[cH:3][cH:4][c:5](-[c:8]2[o:9][c:10]3[c:11]([c:12]2[C:13]([NH:14][CH3:15])=[O:16])[cH:17][c:18](-[c:21]2[c:22]([CH3:32])[cH:23][c:24]([O:30][CH3:31])[c:25]([C:26](=[O:27])[NH:42][C:39]4([c:34]5[n:33][cH:38][cH:37][cH:36][n:35]5)[CH2:40][CH2:41]4)[cH:29]2)[cH:19][cH:20]3)[cH:6][cH:7]1. The reactants are [Li]CCCC, COCOn1ccc2c(C(=O)OC)cccc21, CC1(C)CCCC(C)(C)N1, CN(C)C=O, C1CCOC1. Yields the product COCOn1c(C=O)cc2c(C(=O)OC)cccc21. As a reaction SMILES: [CH2:11]([Li:12])[CH2:13][CH2:14][CH3:15].[CH3:16][O:17][CH2:18][O:19][n:20]1[cH:21][cH:22][c:23]2[c:24]([C:29](=[O:30])[O:31][CH3:32])[cH:25][cH:26][cH:27][c:28]12.[CH3:1][C:2]1([CH3:3])[CH2:4][CH2:5][CH2:6][C:7]([CH3:8])([CH3:9])[NH:10]1.[CH3:33][N:34]([CH:35]=[O:36])[CH3:37].[O:38]1[CH2:39][CH2:40][CH2:41][CH2:42]1>>[CH3:16][O:17][CH2:18][O:19][n:20]1[c:21]([CH:35]=[O:36])[cH:22][c:23]2[c:24]([C:29](=[O:30])[O:31][CH3:32])[cH:25][cH:26][cH:27][c:28]12. The reactants are FC=1C=CC(=C(C1)C(C#CC1=CC=CC=C1)O)OC (1-(5-fluoro-2-methoxy-phenyl)-3-phenyl-prop-2-yn-1-ol), COC1=C(C=O)C=CC(=C1OC)[N+](=O)[O-] (2,3-dimethoxy-4-nitro-benzaldehyde). Yields the product COC1=C(C=CC(=C1OC)[N+](=O)[O-])C(C#CC1=CC=CC=C1)O (1-(2,3-Dimethoxy-4-nitro-phenyl)-3-phenyl-prop-2-yn-1-ol). Yield: 91.0%. RXN SMILES: F[C:2]1[CH:3]=[CH:4][C:5](OC)=[C:6]([CH:8](O)[C:9]#CC2C=CC=CC=2)[CH:7]=1.[CH3:20][O:21][C:22]1[C:29]([O:30][CH3:31])=[C:28]([N+:32]([O-:34])=[O:33])[CH:27]=[CH:26][C:23]=1[CH:24]=[O:25]>>[CH3:20][O:21][C:22]1[C:29]([O:30][CH3:31])=[C:28]([N+:32]([O-:34])=[O:33])[CH:27]=[CH:26][C:23]=1[CH:24]([OH:25])[C:9]#[C:8][C:6]1[CH:7]=[CH:2][CH:3]=[CH:4][CH:5]=1. Procedure details: Following the procedure used to prepare 1-(5-fluoro-2-methoxy-phenyl)-3-phenyl-prop-2-yn-1-ol, 2,3-dimethoxy-4-nitro-benzaldehyde was reacted to give the title compound as a colourless oil (1.42 g, 91%). LCMS (Method G): RT=3.66 min, [M−OH+H]+=297. The reactants are BrC1=CC=C(C(=O)Cl)C=C1 (4-bromobenzoyl chloride), C(C)(C)NC1CCCCC1 (isopropyl cylcohexyl amine). The solvent is O1CCCC1 (tetrahydrofuran), O1CCCC1 (tetrahydrofuran). Reaction conditions: temperature 0 celsius, time 1 hour. The product is BrC1=CC=C(C(=O)N(C(C)C)C2CCCCC2)C=C1 (4-bromo-N-cyclohexyl-N-isopropylbenzamide). As a reaction SMILES: [Br:1][C:2]1[CH:10]=[CH:9][C:5]([C:6](Cl)=[O:7])=[CH:4][CH:3]=1.[CH:11]([NH:14][CH:15]1[CH2:20][CH2:19][CH2:18][CH2:17][CH2:16]1)([CH3:13])[CH3:12]>O1CCCC1>[Br:1][C:2]1[CH:10]=[CH:9][C:5]([C:6]([N:14]([CH:15]2[CH2:20][CH2:19][CH2:18][CH2:17][CH2:16]2)[CH:11]([CH3:13])[CH3:12])=[O:7])=[CH:4][CH:3]=1. Reported procedure: To a stirred, cold (0° C.) solution of 4-bromobenzoyl chloride (5.305 g, 24.2 mmol) in tetrahydrofuran (20 ml) was added dropwise a solution of isopropyl cylcohexyl amine (6.841 g, 48.4 mmol) in tetrahydrofuran (THF) (7ml). After stirring for 1 hr at 0° C., the reaction was stirred at room temperature for 3 hr. and reflexed for 3 hr. The reaction was concentrated in vacuo and the residual mass was dissolved in ethyl ether and water. The layers were separated and the organic layer washed once wit...